Dataset: the Open Reaction Database (ORD), a public repository of structured organic reaction records. Task: describe an organic reaction: reactants, conditions, products, and yield The reactants are [OH-].[Na+] (Sodium hydroxide), ClC1=C(C=C(C=C1)CN1C(=CC2=CC(=CC=C12)OC(C)=O)C(=O)OCC)C#C[Si](C)(C)C (ethyl N-[(4-chloro-3-trimethylsilylethynylphenyl)methyl]-5-acetoxyindole-2-carboxylate). The solvent is CO (methanol), C(C)(=O)OCC (ethyl acetate), CCCC(C)C (iso-hexane), O (water). Run at time 3 hour. Yields the product ClC1=C(C=C(C=C1)CN1C(=CC2=CC(=CC=C12)O)C(=O)O)CC (N-[(4-chloro-3-ethylphenyl)methyl]5-hydroxyindole-2-carboxylic Acid). Yield: 65.9%. As a reaction SMILES: [OH-].[Na+].[Cl:3][C:4]1[CH:9]=[CH:8][C:7]([CH2:10][N:11]2[C:19]3[C:14](=[CH:15][C:16]([O:20]C(=O)C)=[CH:17][CH:18]=3)[CH:13]=[C:12]2[C:24]([O:26]CC)=[O:25])=[CH:6][C:5]=1[C:29]#[C:30][Si](C)(C)C>CO.O.C(OCC)(=O)C.CCCC(C)C>[Cl:3][C:4]1[CH:9]=[CH:8][C:7]([CH2:10][N:11]2[C:19]3[C:14](=[CH:15][C:16]([OH:20])=[CH:17][CH:18]=3)[CH:13]=[C:12]2[C:24]([OH:26])=[O:25])=[CH:6][C:5]=1[CH2:29][CH3:30] |f:0.1|. Procedure: Sodium hydroxide (2M, 1.8 ml) was added to a solution of ethyl N-[(4-chloro-3-trimethylsilylethynylphenyl)methyl]-5-acetoxyindole-2-carboxylate (0.14 g) in methanol (5 ml) and the mixture was stirred for 3 hours. The methanol was removed and the residue obtained was diluted with water (20 ml) and extracted twice with ethyl acetate (20 ml each time). The aqueous layer was acidified with aqueous hydrochloric acid (2M) and extracted with ethyl acetate (3×25 ml). The combined ethyl acetate extracts ... Reactants: CC(=O)O, CC(=O)OC(C)=O, OO, Cc1cc(C)nc(C)c1. The product is CC(=O)OCc1cc(C)cc(C)n1. RXN SMILES: [CH3:12][C:13]([OH:14])=[O:15].[CH3:16][C:17]([O:18][C:19](=[O:20])[CH3:21])=[O:22].[OH:10][OH:11].[n:1]1[c:2]([CH3:9])[cH:3][c:4]([CH3:8])[cH:5][c:6]1[CH3:7]>>[n:1]1[c:2]([CH2:9][O:15][C:13]([CH3:12])=[O:14])[cH:3][c:4]([CH3:8])[cH:5][c:6]1[CH3:7].